Dataset: the Open Reaction Database (ORD), a public repository of structured organic reaction records. Task: describe an organic reaction: reactants, conditions, products, and yield The reactants are C(C1=CC=CC=C1)OC=1C=C(C(=O)OC)C=C(C1)C1=NN=NN1COCC[Si](C)(C)C (methyl 3-benzyloxy-5-[({[2-(trimethylsilyl)ethyl]oxy}methyl)-tetrazol-5-yl]benzoate), [H][H] (hydrogen), CCO (EtOH). The reagents and catalysts are [C].[Pd] (palladium-carbon). Run in C1CCOC1 (THF). Product: OC=1C=C(C(=O)OC)C=C(C1)C1=NN=NN1COCC[Si](C)(C)C (Methyl 3-hydroxy-5-[({[2-(trimethylsilyl)ethyl]oxy}methyl)tetrazol-5-yl]benzoate). Reaction SMILES: CCO.C([O:11][C:12]1[CH:13]=[C:14]([CH:19]=[C:20]([C:22]2[N:26]([CH2:27][O:28][CH2:29][CH2:30][Si:31]([CH3:34])([CH3:33])[CH3:32])[N:25]=[N:24][N:23]=2)[CH:21]=1)[C:15]([O:17][CH3:18])=[O:16])C1C=CC=CC=1.[H][H]>[C].[Pd].C1COCC1>[OH:11][C:12]1[CH:13]=[C:14]([CH:19]=[C:20]([C:22]2[N:26]([CH2:27][O:28][CH2:29][CH2:30][Si:31]([CH3:32])([CH3:34])[CH3:33])[N:25]=[N:24][N:23]=2)[CH:21]=1)[C:15]([O:17][CH3:18])=[O:16] |f:3.4|. Procedure details: In a nitrogen atmosphere, 10% palladium-carbon (2.4 g) was added to an EtOH (35 mL)-THF (35 mL) mixed solution of methyl 3-benzyloxy-5-[({[2-(trimethylsilyl)ethyl]oxy}methyl)-tetrazol-5-yl]benzoate (4.02 g), and in a hydrogen atmosphere this was stirred at room temperature for 2 hours. The reaction liquid was filtered through Celite, concentrated under reduced pressure, and dried to obtain the title compound as a white powder. Not purified, this was used in the next step. Starting materials: Fc1ncccc1Br, C=CC(=O)OC, C1CCC(CNCC2CCCCC2)CC1, C1COCCO1. Yields the product COC(=O)C=Cc1cccnc1F. Reaction SMILES: [Br:22][c:23]1[c:24]([F:29])[n:25][cH:26][cH:27][cH:28]1.[C:1]([CH:2]=[CH2:3])(=[O:4])[O:5][CH3:6].[CH:7]1([CH2:8][NH:9][CH2:10][CH:11]2[CH2:12][CH2:13][CH2:14][CH2:15][CH2:16]2)[CH2:17][CH2:18][CH2:19][CH2:20][CH2:21]1.[O:30]1[CH2:31][CH2:32][O:33][CH2:34][CH2:35]1>>[C:1]([CH:2]=[CH:3][c:23]1[c:24]([F:29])[n:25][cH:26][cH:27][cH:28]1)(=[O:4])[O:5][CH3:6]. Reactants: FC1=NC=CC=C1C(=O)O (2-Fluoropyridine-3-carboxylic acid), S(=O)(Cl)Cl (thionyl chloride), CN(C=O)C (N,N-dimethylformamide). Run in ClCCl (dichloromethane). Conditions: time 2 hour. Product: FC1=NC=CC=C1C(=O)Cl (2-fluoropyridine-3-carbonyl choride). RXN SMILES: [F:1][C:2]1[C:7]([C:8]([OH:10])=O)=[CH:6][CH:5]=[CH:4][N:3]=1.S(Cl)([Cl:13])=O.CN(C)C=O>ClCCl>[F:1][C:2]1[C:7]([C:8]([Cl:13])=[O:10])=[CH:6][CH:5]=[CH:4][N:3]=1. Procedure details: 2-Fluoropyridine-3-carboxylic acid (5.02 g, 35.6 mmol) was suspended in dichloromethane (100 mL), treated with thionyl chloride (13.0 mL, 178 mmol, 5 equiv) and N,N-dimethylformamide (0.138 mL, 1.78 mmol, 0.05 equiv) and placed into a preheated oil bath at 45° C. for 2 hours. The mixture was cooled to ambient temperature, concentrated in vacuo and the residue was concentrated from toluene (2×50 mL), providing the titled compound. The reactants are COC(C1=CC(=CC=C1)NC(=O)NC1=CC=C(C=C1)S(NCC1=CC=C(C=C1)S(N)(=O)=O)(=O)=O)=N (3-{3-[4-(4-Sulfamoylbenzylsulfamoyl)-phenyl]-ureido}-benzimidic acid methyl ester), C(CN)N (ethylenediamine). The solvent is C(C)O (ethanol). Product: N1C(=NCC1)C=1C=C(C=CC1)NC(NC1=CC=C(C=C1)S(=O)(=O)NCC1=CC=C(C=C1)S(N)(=O)=O)=O (4-{3-[3-(4,5-dihydro-1H-imidazol-2-yl)-phenyl]-ureido}-N-(4-sulfamoylbenzyl)-benzenesulfonamide). Reaction SMILES: CO[C:3](=[NH:35])[C:4]1[CH:9]=[CH:8][CH:7]=[C:6]([NH:10][C:11]([NH:13][C:14]2[CH:19]=[CH:18][C:17]([S:20](=[O:34])(=[O:33])[NH:21][CH2:22][C:23]3[CH:28]=[CH:27][C:26]([S:29](=[O:32])(=[O:31])[NH2:30])=[CH:25][CH:24]=3)=[CH:16][CH:15]=2)=[O:12])[CH:5]=1.[CH2:36](N)[CH2:37][NH2:38]>C(O)C>[NH:38]1[CH2:37][CH2:36][N:35]=[C:3]1[C:4]1[CH:5]=[C:6]([NH:10][C:11](=[O:12])[NH:13][C:14]2[CH:15]=[CH:16][C:17]([S:20]([NH:21][CH2:22][C:23]3[CH:24]=[CH:25][C:26]([S:29](=[O:31])(=[O:32])[NH2:30])=[CH:27][CH:28]=3)(=[O:33])=[O:34])=[CH:18][CH:19]=2)[CH:7]=[CH:8][CH:9]=1. Procedure details: 3-{3-[4-(4-Sulfamoylbenzylsulfamoyl)-phenyl]-ureido}-benzimidic acid methyl ester (130 mg, 1 eq.) was suspended in anhydrous ethanol (10 ml), ethylenediamine (0.1 ml, 5.7 eq.) was added and the mixture was refluxed for 16 h. The precipitate was filtered off, washed with diethylether and dried in vacuo. Yield: 60 mg (45%) of 4-{3-[4-(4,5-dihydro-1H-imidazol-2-yl)-phenyl]-ureido}-N-(4-sulfamoylbenzyl)-benzenesulfonamide. Starting materials: CN(CCNC(=O)N1CCN(CC1)C1=CC=C(C=C1)F)C (N-[2-(Dimethylamino)ethyl]-4-(4-fluorophenyl)-1-piperazinecarboxamide), C(=O)(N1C=NC=C1)N1C=NC=C1 (1,1'-carbonyldiimidazole), CN(C)CCN (unsym-dimethylethylenediamine), ClC=1C=C(C=CC1Cl)N1CCNCC1 (1-(3,4-dichlorophenyl)piperazine). Run in O1CCCC1 (tetrahydrofuran). Yields the product ClC=1C=C(C=CC1Cl)N1CCN(CC1)C(=O)NCCN(C)C (4-(3,4-Dichlorophenyl)-N-[2-(dimethylamino)ethyl]-1-piperazinecarboxamide). Reaction SMILES: [CH3:1][N:2]([CH3:21])[CH2:3][CH2:4][NH:5][C:6](N1CCN(C2C=CC(F)=CC=2)CC1)=[O:7].C(N1C=CN=C1)(N1C=CN=C1)=O.CN(CCN)C.[Cl:40][C:41]1[CH:42]=[C:43]([N:48]2[CH2:53][CH2:52][NH:51][CH2:50][CH2:49]2)[CH:44]=[CH:45][C:46]=1[Cl:47]>O1CCCC1>[Cl:40][C:41]1[CH:42]=[C:43]([N:48]2[CH2:53][CH2:52][N:51]([C:6]([NH:5][CH2:4][CH2:3][N:2]([CH3:21])[CH3:1])=[O:7])[CH2:50][CH2:49]2)[CH:44]=[CH:45][C:46]=1[Cl:47]. Reported procedure: This compound was prepared according to the procedure used to synthesize the compound of Example 11. A mixture of 2.5 g (0.025 mole) of 1,1'-carbonyldiimidazole, 1.4 g (0.015 mole) of unsym-dimethylethylenediamine and 3.6 g (0.015 mole) of 1-(3,4-dichlorophenyl)piperazine in a total of 100 ml of tetrahydrofuran gave an oil which solidified when triturated with cyclohexane. White solid, the title compound, in the amount of 4.0 g (75%) was collected, m.p. 80°-83° C. The reactants are CCC(=O)C1C(=O)NC(=O)NC1=O, C=CCON, CN(C)C=O. The product is C=CCONC(CC)=C1C(=O)NC(=O)NC1=O. As a reaction SMILES: [C:1]([CH2:2][CH3:3])(=[O:4])[CH:5]1[C:6](=[O:13])[NH:7][C:8](=[O:12])[NH:9][C:10]1=[O:11].[CH2:14]([CH:15]=[CH2:16])[O:17][NH2:18].[CH3:19][N:20]([CH3:21])[CH:22]=[O:23]>>[C:1]([CH2:2][CH3:3])(=[C:5]1[C:6](=[O:13])[NH:7][C:8](=[O:12])[NH:9][C:10]1=[O:11])[NH:18][O:17][CH2:14][CH:15]=[CH2:16].